Dataset: the Open Reaction Database (ORD), a public repository of structured organic reaction records. Task: describe an organic reaction: reactants, conditions, products, and yield Starting materials: O=C([O-])O, ClCCl, CS(=O)(=O)O, CC(=O)OC(C)=O, [Na+], CC(=O)NCC1OC(=O)N2c3ccccc3CC12. Yields the product CC(=O)NCC1OC(=O)N2c3ccc(C(C)=O)cc3CC12. RXN SMILES: [C:31](=[O:32])([OH:33])[O-:34].[CH2:36]([Cl:37])[Cl:38].[CH3:19][S:20]([OH:21])(=[O:22])=[O:23].[CH3:24][C:25](=[O:26])[O:27][C:28](=[O:29])[CH3:30].[Na+:35].[O:1]=[C:2]1[O:3][CH:4]([CH2:14][NH:15][C:16]([CH3:17])=[O:18])[CH:5]2[N:6]1[c:7]1[cH:8][cH:9][cH:10][cH:11][c:12]1[CH2:13]2>>[O:1]=[C:2]1[O:3][CH:4]([CH2:14][NH:15][C:16]([CH3:17])=[O:18])[CH:5]2[N:6]1[c:7]1[cH:8][cH:9][c:10]([C:25]([CH3:24])=[O:26])[cH:11][c:12]1[CH2:13]2. Starting materials: C1(C=2C(C(=O)O1)=CC=CC2)=O (Phthalic anhydride), C(CCCCCCC)C(CO)CCCCCCCCCC (2-octyldodecanol). Run at time 10 minute. The product is C(C=1C(C(=O)O)=CC=CC1)(=O)O (phthalic acid). As a reaction SMILES: [C:1]1(=[O:11])[O:6][C:4](=[O:5])[C:3]2=[CH:7][CH:8]=[CH:9][CH:10]=[C:2]12.C(C(CCCCCCCCCC)C[OH:22])CCCCCCC>>[C:1]([OH:6])(=[O:11])[C:2]1[C:3](=[CH:7][CH:8]=[CH:9][CH:10]=1)[C:4]([OH:22])=[O:5]. Procedure: Phthalic anhydride (52 g) was added to 2-octyldodecanol (90 g) and the mixture was stirred and heated to 140° for 1 hour and then rapidly to 190° for 10 minutes and then cooled. The mixture was filtered to remove excess phthalic anhydride and any phthalic acid formed, yielding 2-(2'-octyldodecyloxycarbonyl)benzoic acid (110 g). The reactants are Cl (hydrochloric acid), O (water), [OH-].[K+] (potassium hydroxide), C(C)OC(C(CC(C)(C)C)CC1=CC=CC=C1)=S (2-benzyl-3-tert.-butylthio-propionic acid ethyl ester). Run in C1CCOC1 (THF). Conditions: time 8 hour. Product: C(C1=CC=CC=C1)C(C(=S)O)CC(C)(C)C (2-benzyl-3-tert.-butylthio-propionic acid). RXN SMILES: C([O:3][C:4](=[S:18])[CH:5]([CH2:11][C:12]1[CH:17]=[CH:16][CH:15]=[CH:14][CH:13]=1)[CH2:6][C:7]([CH3:10])([CH3:9])[CH3:8])C.O.[OH-].[K+].Cl>C1COCC1>[CH2:11]([CH:5]([CH2:6][C:7]([CH3:10])([CH3:9])[CH3:8])[C:4]([OH:3])=[S:18])[C:12]1[CH:17]=[CH:16][CH:15]=[CH:14][CH:13]=1 |f:2.3|. Procedure: 0.5 g of 2-benzyl-3-tert.-butylthio-propionic acid ethyl ester is dissolved in 5 ml of THF, and 3.2 ml of water and 0.9 ml of 2N potassium hydroxide solution are added thereto. The mixture is stirred overnight at room temperature, neutralised with 0.9 ml of 2N hydrochloric acid and concentrated by evaporation. The residue is purified by flash chromatography on 30 g of silica gel 60 (eluant H). Yellow oil, 1H-NMR (DMSO-d6): 1.23 ppm (s, 9H); 2.55-2.9 (m, 5H); 7.15-7.3 (m, 5H); 12.4 (s, 1H).